This data is from the Open Reaction Database (ORD), a public repository of structured organic reaction records. The task is: describe an organic reaction: reactants, conditions, products, and yield The reactants are ClC1=C(N)C=C(C=C1)[N+](=O)[O-] (2-chloro-5-nitroaniline), CC1=CC=C(C(=O)Cl)C=C1 (4-methylbenzoyl chloride), C(C)(=O)OCC (Ethyl acetate). Solvent: N1=CC=CC=C1 (pyridine), N1=CC=CC=C1 (pyridine). Reaction conditions: time 16 hour. The product is ClC1=C(C=C(C=C1)[N+](=O)[O-])NC(C1=CC=C(C=C1)C)=O (N-(2-Chloro-5-nitrophenyl)-4-methylbenzamide). Yield: 41.6%. As a reaction SMILES: [Cl:1][C:2]1[CH:8]=[CH:7][C:6]([N+:9]([O-:11])=[O:10])=[CH:5][C:3]=1[NH2:4].[CH3:12][C:13]1[CH:21]=[CH:20][C:16]([C:17](Cl)=[O:18])=[CH:15][CH:14]=1.C(OCC)(=O)C>N1C=CC=CC=1>[Cl:1][C:2]1[CH:8]=[CH:7][C:6]([N+:9]([O-:11])=[O:10])=[CH:5][C:3]=1[NH:4][C:17](=[O:18])[C:16]1[CH:20]=[CH:21][C:13]([CH3:12])=[CH:14][CH:15]=1. Procedure details: To 2-chloro-5-nitroaniline (2 g, 11.59 mmol) in pyridine (5 mL) at room temperature was added 4-methylbenzoyl chloride (1.6 mL, 12.17 mmol), followed by pyridine (5 mL). The mixture was then stirred at room temperature for 16 h. Ethyl acetate was then added to the solution to give a precipitate, which was filtered off and washed twice with ethyl acetate, and then hexanes. The resulting solid was then washed with aqueous sodium bicarbonate, 1M aqueous sodium hydroxide, water and hexanes to afford...